This data is from the Open Reaction Database (ORD), a public repository of structured organic reaction records. The task is: describe an organic reaction: reactants, conditions, products, and yield The product is ClC1=CC=C(C=C1)C1C(OC(O1)=O)(CN1N=CN=C1)C1=C(C=C(C=C1)Cl)Cl (5-(4-chlorophenyl)-4-(2,4-dichlorophenyl)-2-oxo-4-(1H-1,2,4-triazol-1-yl)methyl-1,3-dioxolane). Starting materials: C(O)([O-])=O.[Na+] (sodium hydrogencarbonate), C(Cl)Cl (methylene chloride), ClC1=CC=C(C=C1)C(C(CN1N=CN=C1)(O)C1=C(C=C(C=C1)Cl)Cl)O (1-(4-chlorophenyl)-2-(2,4-dichlorophenyl)-3-(1H-1,2,4-triazol-1-yl)-1,2-propanediol), C(OC1=CC=CC=C1)(=O)Cl (phenyl chlorocarbonate), resultant mixture. As a reaction SMILES: [Cl:1][C:2]1[CH:7]=[CH:6][C:5]([CH:8]([OH:25])[C:9]([C:17]2[CH:22]=[CH:21][C:20]([Cl:23])=[CH:19][C:18]=2[Cl:24])([OH:16])[CH2:10][N:11]2[CH:15]=[N:14][CH:13]=[N:12]2)=[CH:4][CH:3]=1.[C:26](Cl)(=O)[O:27]C1C=CC=CC=1.C(=O)([O-])O.[Na+].C(Cl)Cl>N1C=CC=CC=1>[Cl:1][C:2]1[CH:7]=[CH:6][C:5]([CH:8]2[O:25][C:26](=[O:27])[O:16][C:9]2([C:17]2[CH:22]=[CH:21][C:20]([Cl:23])=[CH:19][C:18]=2[Cl:24])[CH2:10][N:11]2[CH:15]=[N:14][CH:13]=[N:12]2)=[CH:4][CH:3]=1 |f:2.3|. Isolated yield 87.5%. Procedure details: To a solution of 500 mg of 1-(4-chlorophenyl)-2-(2,4-dichlorophenyl)-3-(1H-1,2,4-triazol-1-yl)-1,2-propanediol in 1 ml of dry pyridine is added 300 mg of phenyl chlorocarbonate, and the resultant mixture is allowed to react at room temperature for 18 hours. The reaction mixture is mixed with aqueous sodium hydrogencarbonate solution and shaken with methylene chloride. The organic layer is washed with water, dried over anhydrous sodium sulfate and concentrated. The residue is chromatographed on a... Run in N1=CC=CC=C1 (pyridine). Starting materials: O=CN1CCNCC1, O=S1CCN(c2nc(Cl)nc3c(SCc4ccc(F)cc4)ncnc23)CC1, C1COCCO1. Product: O=CN1CCN(c2nc(N3CCS(=O)CC3)c3ncnc(SCc4ccc(F)cc4)c3n2)CC1. RXN SMILES: [CH:28](=[O:29])[N:30]1[CH2:31][CH2:32][NH:33][CH2:34][CH2:35]1.[Cl:1][c:2]1[n:3][c:4]([N:21]2[CH2:22][CH2:23][S:24](=[O:27])[CH2:25][CH2:26]2)[c:5]2[c:6]([n:7]1)[c:8]([S:12][CH2:13][c:14]1[cH:15][cH:16][c:17]([F:20])[cH:18][cH:19]1)[n:9][cH:10][n:11]2.[O:36]1[CH2:37][CH2:38][O:39][CH2:40][CH2:41]1>>[c:2]1([N:33]2[CH2:32][CH2:31][N:30]([CH:28]=[O:29])[CH2:35][CH2:34]2)[n:3][c:4]([N:21]2[CH2:22][CH2:23][S:24](=[O:27])[CH2:25][CH2:26]2)[c:5]2[c:6]([n:7]1)[c:8]([S:12][CH2:13][c:14]1[cH:15][cH:16][c:17]([F:20])[cH:18][cH:19]1)[n:9][cH:10][n:11]2. Starting materials: C[Si](C)(C)[N-][Si](C)(C)C, CN(C)CCCl, Cl, [Li+], N#CC1c2ccccc2CCc2ccccc21, c1ccccc1. Yields the product CN(C)CCC1(C#N)c2ccccc2CCc2ccccc21. Reaction SMILES: [CH3:25][Si:26]([CH3:27])([CH3:28])[N-:29][Si:30]([CH3:31])([CH3:32])[CH3:33].[Cl:19][CH2:20][CH2:21][N:22]([CH3:23])[CH3:24].[ClH:18].[Li+:34].[cH:1]1[cH:2][cH:3][cH:4][c:5]2[c:11]1[CH2:10][CH2:9][c:8]1[c:7]([cH:15][cH:14][cH:13][cH:12]1)[CH:6]2[C:16]#[N:17].[cH:35]1[cH:36][cH:37][cH:38][cH:39][cH:40]1>>[cH:1]1[cH:2][cH:3][cH:4][c:5]2[c:11]1[CH2:10][CH2:9][c:8]1[c:7]([cH:15][cH:14][cH:13][cH:12]1)[C:6]2([C:16]#[N:17])[CH2:20][CH2:21][N:22]([CH3:23])[CH3:24]. Reactants: CCCCCCCC(=O)Cl, NC1=NC(=O)C2=CC=NC2=N1, c1ccncc1. Product: CCCCCCCC(=O)NC1=NC(=O)C2=CC=NC2=N1. Reaction SMILES: [C:12]([CH2:13][CH2:14][CH2:15][CH2:16][CH2:17][CH2:18][CH3:19])(=[O:20])[Cl:21].[NH2:1][C:2]1=[N:3][C:4](=[O:11])[C:5]2=[CH:10][CH:9]=[N:8][C:6]2=[N:7]1.[cH:22]1[cH:23][cH:24][n:25][cH:26][cH:27]1>>[NH:1]([C:2]1=[N:3][C:4](=[O:11])[C:5]2=[CH:10][CH:9]=[N:8][C:6]2=[N:7]1)[C:12]([CH2:13][CH2:14][CH2:15][CH2:16][CH2:17][CH2:18][CH3:19])=[O:20]. The reactants are C(#N)C=1C=C(C(=O)NC=2C(=CC=CC2)NC(C2=CC=C(C=C2)C(C)(C)C)=O)C=CC1 (N1-(3-cyanobenzoyl)-N2-(4-tert-butylbenzoyl)-1,2-benzenediamine), OO (hydrogen peroxide), C([O-])([O-])=O.[K+].[K+] (potassium carbonate). Run in CS(=O)C (methyl sulfoxide), O (water). Conditions: time 24 hour. Product: C(N)(=O)C=1C=C(C(=O)NC=2C(=CC=CC2)NC(C2=CC=C(C=C2)C(C)(C)C)=O)C=CC1 (N1-(3-Carbamoylbenzoyl)-N2-(4-tert-butylbenzoyl)-1,2-benzenediamine). The yield is 166.6%. RXN SMILES: [C:1]([C:3]1[CH:4]=[C:5]([CH:28]=[CH:29][CH:30]=1)[C:6]([NH:8][C:9]1[C:10]([NH:15][C:16](=[O:27])[C:17]2[CH:22]=[CH:21][C:20]([C:23]([CH3:26])([CH3:25])[CH3:24])=[CH:19][CH:18]=2)=[CH:11][CH:12]=[CH:13][CH:14]=1)=[O:7])#[N:2].OO.C(=O)([O-])[O-:34].[K+].[K+]>CS(C)=O.O>[C:1]([C:3]1[CH:4]=[C:5]([CH:28]=[CH:29][CH:30]=1)[C:6]([NH:8][C:9]1[C:10]([NH:15][C:16](=[O:27])[C:17]2[CH:18]=[CH:19][C:20]([C:23]([CH3:26])([CH3:25])[CH3:24])=[CH:21][CH:22]=2)=[CH:11][CH:12]=[CH:13][CH:14]=1)=[O:7])(=[O:34])[NH2:2] |f:2.3.4|. Procedure details: To a solution of N1-(3-cyanobenzoyl)-N2-(4-tert-butylbenzoyl)-1,2-benzenediamine (200 mg, 0.5 mmol) in methyl sulfoxide (10 mL) was added 30% hydrogen peroxide solution (0.5 mL, 5.8 mmol) and potassium carbonate (17 mg, 0.13 mmol). After stirring for 24 h, the reaction mixture was diluted with water (20 mL), filtered, washed with water, and dried to give 90 mg (43%) of the title compound as a white solid. Starting materials: C(#C)C1(CN2CCC1CC2)O (3-ethynyl-3-hydroxyquinuclidine), BrC1=CC=C(C=C1)C1=NC=CC=C1 (2-(4-bromophenyl)pyridine). The reagents and catalysts are C1=CC=C(C=C1)P(C2=CC=CC=C2)C3=CC=CC=C3.C1=CC=C(C=C1)P(C2=CC=CC=C2)C3=CC=CC=C3.Cl[Pd]Cl (bis(triphenylphosphine)palladium (II) chloride), [Cu]I (copper(I) iodide). Run in CN(C=O)C (dimethylformamide). Reaction conditions: temperature 90 celsius, time 2.5 hour. Yields the product N1=C(C=CC=C1)C1=CC=C(C=C1)C#CC1(CN2CCC1CC2)O (3-[2-(4-[2-pyridyl]phenyl)ethynyl]-3-hydroxyquinuclidine). As a reaction SMILES: [C:1]([C:3]1([OH:11])[CH:8]2[CH2:9][CH2:10][N:5]([CH2:6][CH2:7]2)[CH2:4]1)#[CH:2].Br[C:13]1[CH:18]=[CH:17][C:16]([C:19]2[CH:24]=[CH:23][CH:22]=[CH:21][N:20]=2)=[CH:15][CH:14]=1>C1C=CC(P(C2C=CC=CC=2)C2C=CC=CC=2)=CC=1.C1C=CC(P(C2C=CC=CC=2)C2C=CC=CC=2)=CC=1.Cl[Pd]Cl.[Cu]I.CN(C)C=O>[N:20]1[CH:21]=[CH:22][CH:23]=[CH:24][C:19]=1[C:16]1[CH:15]=[CH:14][C:13]([C:2]#[C:1][C:3]2([OH:11])[CH:8]3[CH2:9][CH2:10][N:5]([CH2:6][CH2:7]3)[CH2:4]2)=[CH:18][CH:17]=1 |f:2.3.4|. Reported procedure: A mixture of 3-ethynyl-3-hydroxyquinuclidine (516 mg), 2-(4-bromophenyl)pyridine (400 mg), bis(triphenylphosphine)palladium (II) chloride (100 mg), copper(I) iodide (50 mg) triethylamine (15 ml) and dimethylformamide (10 ml) was stirred at 90° C. under an atmosphere of argon for 2.5 hours. The mixture was allowed to cool to room temperature, alumina (5 g) added and the solvents removed by evaporation. This pre-absorbed material was chromatographed on alumina (30 g) using a mixture of 10% ethanol... Reaction conditions: time 8 hour. Run in C1CCOC1 (THF), C1CCOC1 (THF), C1CCOC1 (THF). The product is COC(C1=CN=C(C=C1)OCC=1C(=NOC1C)C1=CC=C(C=C1)Cl)=O (6-[3-(4-Chloro-phenyl)-5-methyl-isoxazol-4-ylmethoxy]-nicotinic acid methyl ester). RXN SMILES: [H-].[Na+].F[C:4]1[CH:5]=[C:6]([C:10]2[C:14]([CH2:15][OH:16])=[C:13]([CH3:17])[O:12][N:11]=2)[CH:7]=[CH:8][CH:9]=1.Cl[C:19]1[CH:28]=[CH:27][C:22]([C:23]([O:25][CH3:26])=[O:24])=[CH:21][N:20]=1.[Cl-:29].[Na+]>C1COCC1>[CH3:26][O:25][C:23](=[O:24])[C:22]1[CH:27]=[CH:28][C:19]([O:16][CH2:15][C:14]2[C:10]([C:6]3[CH:7]=[CH:8][C:9]([Cl:29])=[CH:4][CH:5]=3)=[N:11][O:12][C:13]=2[CH3:17])=[N:20][CH:21]=1 |f:0.1,4.5|. Reported procedure: To a suspension of sodium hydride (55% dispersion in mineral oil, 852 mg, 20 mmol) in THF (27 mL) was added a solution of [3-(3-fluoro-phenyl)-5-methyl-isoxazol-4-yl]-methanol (3.68 g, 18 mmol) in THF (54 mL) at 0° C. and the reaction mixture warmed to room temperature over 30 min. Then a solution of methyl 6-chloronicotinate (3.35 g, 20 mmol) in THF (1.5 mL) was added dropwise at 0° C. and the reaction mixture was stirred at room temperature overnight. The reaction mixture was then poured into ... Yield: 74.0%. Reactants: FC=1C=C(C=CC1)C1=NOC(=C1CO)C ([3-(3-fluoro-phenyl)-5-methyl-isoxazol-4-yl]-methanol), ClC1=NC=C(C(=O)OC)C=C1 (methyl 6-chloronicotinate), [Cl-].[Na+] (sodium chloride), [H-].[Na+] (sodium hydride). Starting materials: Nc1ccccc1C1=CCCCCC1, ClCCNCCCl, Clc1ccccc1Cl, Cl. Yields the product C1=C(c2ccccc2N2CCNCC2)CCCCC1. As a reaction SMILES: [C:1]1([c:8]2[c:9]([NH2:14])[cH:10][cH:11][cH:12][cH:13]2)=[CH:2][CH2:3][CH2:4][CH2:5][CH2:6][CH2:7]1.[Cl:16][CH2:17][CH2:18][NH:19][CH2:20][CH2:21][Cl:22].[Cl:23][c:24]1[c:25]([Cl:26])[cH:27][cH:28][cH:29][cH:30]1.[ClH:15]>>[C:1]1([c:8]2[c:9]([N:14]3[CH2:17][CH2:18][NH:19][CH2:20][CH2:21]3)[cH:10][cH:11][cH:12][cH:13]2)=[CH:2][CH2:3][CH2:4][CH2:5][CH2:6][CH2:7]1.